From a dataset of the Open Reaction Database (ORD), a public repository of structured organic reaction records. describe an organic reaction: reactants, conditions, products, and yield Starting materials: CCOC(=O)C(C#N)c1ccccc1, Cc1ccccc1, CC(C)OC(=O)N=NC(=O)OC(C)C. The product is CCOC(=O)C(C#N)(c1ccccc1)N(NC(=O)OC(C)C)C(=O)OC(C)C. RXN SMILES: [C:1](#[N:2])[CH:3]([C:4](=[O:5])[O:6][CH2:7][CH3:8])[c:9]1[cH:10][cH:11][cH:12][cH:13][cH:14]1.[CH3:29][c:30]1[cH:31][cH:32][cH:33][cH:34][cH:35]1.[O:15]=[C:16]([N:17]=[N:18][C:19](=[O:20])[O:21][CH:22]([CH3:23])[CH3:24])[O:25][CH:26]([CH3:27])[CH3:28]>>[C:1](#[N:2])[C:3]([C:4](=[O:5])[O:6][CH2:7][CH3:8])([c:9]1[cH:10][cH:11][cH:12][cH:13][cH:14]1)[N:17]([C:16](=[O:15])[O:25][CH:26]([CH3:27])[CH3:28])[NH:18][C:19](=[O:20])[O:21][CH:22]([CH3:23])[CH3:24]. Reactants: FC(F)(F)c1cc(C2=CCN(Cc3ccccc3)CC2)ccc1Cl, CO, Cl. Product: FC(F)(F)c1cc(C2CCN(Cc3ccccc3)CC2)ccc1Cl. Reaction SMILES: [CH2:1]([c:2]1[cH:3][cH:4][cH:5][cH:6][cH:7]1)[N:8]1[CH2:9][CH2:10][C:11]([c:14]2[cH:15][c:16]([C:21]([F:22])([F:23])[F:24])[c:17]([Cl:20])[cH:18][cH:19]2)=[CH:12][CH2:13]1.[CH3:26][OH:27].[ClH:25]>>[CH2:1]([c:2]1[cH:3][cH:4][cH:5][cH:6][cH:7]1)[N:8]1[CH2:9][CH2:10][CH:11]([c:14]2[cH:15][c:16]([C:21]([F:22])([F:23])[F:24])[c:17]([Cl:20])[cH:18][cH:19]2)[CH2:12][CH2:13]1. Reactants: C([O-])([O-])=O (Carbonate), FC(C(=O)O)(F)F.C(C)(C)C1=NOC(=N1)N1CCC(CC1)NN ([1-(3-isopropyl-[1,2,4]oxadiazol-5-yl)-piperidin-4-yl]-hydrazine trifluoro-acetic acid salt), ClC1=NC=NC(=C1C=O)Cl (4,6-dichloro-pyrimidine-5-carbaldehyde), ClC1=NC=NC(=C1C=O)Cl (4,6-dichloro-pyrimidine-5-carbaldehyde). Solvent: C(C)#N (acetonitrile). Reaction conditions: temperature 140 celsius. Yields the product ClC1=C2C(=NC=N1)N(N=C2)C2CCN(CC2)C2=NC(=NO2)C(C)C (4-chloro-1-[1-(3-isopropyl-[1,2,4]oxadiazol-5-yl)-piperidin-4-yl]-1H-pyrazolo[3,4-d]pyrimidine). The yield is 19.8%. RXN SMILES: C(=O)([O-])[O-].FC(F)(F)C(O)=O.[CH:12]([C:15]1[N:19]=[C:18]([N:20]2[CH2:25][CH2:24][CH:23]([NH:26][NH2:27])[CH2:22][CH2:21]2)[O:17][N:16]=1)([CH3:14])[CH3:13].[Cl:28][C:29]1[C:34]([CH:35]=O)=[C:33](Cl)[N:32]=[CH:31][N:30]=1>C(#N)C>[Cl:28][C:29]1[N:30]=[CH:31][N:32]=[C:33]2[N:26]([CH:23]3[CH2:24][CH2:25][N:20]([C:18]4[O:17][N:16]=[C:15]([CH:12]([CH3:14])[CH3:13])[N:19]=4)[CH2:21][CH2:22]3)[N:27]=[CH:35][C:34]=12 |f:1.2|. Reported procedure: SiliaBond Carbonate (Silicycle, Quebec City, Canada; 0.69 mmol/g loading; 395 mg, 0.27 mmol) was added to a mixture of [1-(3-isopropyl-[1,2,4]oxadiazol-5-yl)-piperidin-4-yl]-hydrazine trifluoroacetic acid salt (from Step 4; 185 mg, 0.55 mmol) and 4,6-dichloro-pyrimidine-5-carbaldehyde (Intermediate 16; 81 mg, 0.45 mmol) in anhydrous acetonitrile (3 mL). The reaction mixture was heated in a Biotage Optimizer microwave at 140° C. for 5 min. The resin was filtered off and washed with acetonitrile. ... Reactants: NaAlH2 (OC2H4OCH3)2, C(CC)C1CCC(CC1)C(C(=O)OCC)C(=O)OCC (diethyl 4-propylcyclohexylmalonate), O (water), Cl (HCl). Run in C1(=CC=CC=C1)C (toluene), C1(=CC=CC=C1)C (toluene). Reaction conditions: time 5 hour. The product is C(CC)C1CCC(CC1)C(CO)CO (2-(4'-propylcyclohexyl)propane-1,3-diol). Isolated yield 45.0%. As a reaction SMILES: [CH2:1]([CH:4]1[CH2:9][CH2:8][CH:7]([CH:10]([C:16](OCC)=[O:17])[C:11](OCC)=[O:12])[CH2:6][CH2:5]1)[CH2:2][CH3:3].O.Cl>C1(C)C=CC=CC=1>[CH2:1]([CH:4]1[CH2:9][CH2:8][CH:7]([CH:10]([CH2:11][OH:12])[CH2:16][OH:17])[CH2:6][CH2:5]1)[CH2:2][CH3:3]. Procedure: 340 cm] (1.3 mol) of a 70% NaAlH2 (OC2H4OCH3)2 in toluene with 340 cm3 of anhydrous toluene was stirred at room temperature while adding 57 g (0.2 mol) of diethyl 4-propylcyclohexylmalonate dropwise for 30 minutes, after which it was stirred for 5 hours on a hot water bath at 80°-90° C. The reactant was cooled to room temperature, and 50 cm3 of water and 1,000 cm3 of 15% HCl were dropped while stirring. The oily layer was removed, and the water layer was extracted with toluene and combined with ... Starting materials: ClC1=C(C=C(C(=C1)Cl)C1=NN(C(=C1)OC(F)F)C)[N+](=O)[O-] (2,4-dichloro-5-(5-difluoromethoxy-1-methyl-1H-pyrazol-3-yl)nitrobenzene), [H][H] (hydrogen). Reagents/catalysts: [Ni] (Raney nickel). The solvent is O1CCCC1 (tetrahydrofuran), CO (methanol). The product is ClC1=C(N)C=C(C(=C1)Cl)C1=NN(C(=C1)OC(F)F)C (2,4-Dichloro-5-(5-difluoromethoxy-1-methyl-1H-pyrazol-3-yl)aniline). RXN SMILES: [Cl:1][C:2]1[CH:7]=[C:6]([Cl:8])[C:5]([C:9]2[CH:13]=[C:12]([O:14][CH:15]([F:17])[F:16])[N:11]([CH3:18])[N:10]=2)=[CH:4][C:3]=1[N+:19]([O-])=O.[H][H]>O1CCCC1.CO.[Ni]>[Cl:1][C:2]1[CH:7]=[C:6]([Cl:8])[C:5]([C:9]2[CH:13]=[C:12]([O:14][CH:15]([F:17])[F:16])[N:11]([CH3:18])[N:10]=2)=[CH:4][C:3]=1[NH2:19]. Reported procedure: 1.5 g (4.2 mmol) of 2,4-dichloro-5-(5-difluoromethoxy-1-methyl-1H-pyrazol-3-yl)nitrobenzene were dissolved in a mixture of 50 ml of tetrahydrofuran and 50 ml of methanol and admixed with 4 g of Raney nickel. The mixture was stirred at room temperature under a gage pressure of 0.3 bar of hydrogen for 4 h and then filtered through kieselguhr. The filtrate was dried using magnesium sulfate and then evaporated to dryness. This gave 1.3 g of the aniline.